This data is from the Open Reaction Database (ORD), a public repository of structured organic reaction records. The task is: describe an organic reaction: reactants, conditions, products, and yield The reactants are ClCCl (Dichloromethane), FC1=C(C=CC(=C1)F)N1NC=2[C@@]3(CC[C@H](C2C1=O)C3(C)C)C ((4S,7R)-2-(2,4-difluoro-phenyl)-7,8,8-trimethyl-1,2,4,5,6,7-hexahydro-4,7-methano-indazol-3-one), FC1=C(C=CC(=C1)F)N1NC=2[C@@]3(CC[C@H](C2C1=O)C3(C)C)C ((4S,7R)-2-(2,4-difluoro-phenyl)-7,8,8-trimethyl-1,2,4,5,6,7-hexahydro-4,7-methano-indazol-3-one), FC(C1=C(CBr)C=CC=C1)(F)F (2-(trifluoromethyl)benzyl bromide). Reagents/catalysts: [I-].C(CCC)[N+](CCCC)(CCCC)CCCC (tetrabutylammonium iodide). The solvent is CN(C=O)C (dimethylformamide). Conditions: temperature 100 celsius. The product is FC1=C(C=CC(=C1)F)N1N(C=2[C@@]3(CC[C@H](C2C1=O)C3(C)C)C)CC3=C(C=CC=C3)C(F)(F)F ((4S,7R)-2-(2,4-difluoro-phenyl)-7,8,8-trimethyl-1-(2-trifluoromethyl-benzyl)-1,2,4,5,6,7-hexahydro-4,7-methano-indazol-3-one). Isolated yield 34.1%. As a reaction SMILES: [F:1][C:2]1[CH:7]=[C:6]([F:8])[CH:5]=[CH:4][C:3]=1[N:9]1[C:17](=[O:18])[C:16]2[C@@H:15]3[C:19]([CH3:21])([CH3:20])[C@@:12]([CH3:22])([CH2:13][CH2:14]3)[C:11]=2[NH:10]1.[F:23][C:24]([F:34])([F:33])[C:25]1[CH:32]=[CH:31][CH:30]=[CH:29][C:26]=1[CH2:27]Br.ClCCl>[I-].C([N+](CCCC)(CCCC)CCCC)CCC.CN(C)C=O>[F:1][C:2]1[CH:7]=[C:6]([F:8])[CH:5]=[CH:4][C:3]=1[N:9]1[C:17](=[O:18])[C:16]2[C@@H:15]3[C:19]([CH3:21])([CH3:20])[C@@:12]([CH3:22])([CH2:13][CH2:14]3)[C:11]=2[N:10]1[CH2:27][C:26]1[CH:29]=[CH:30][CH:31]=[CH:32][C:25]=1[C:24]([F:23])([F:33])[F:34] |f:3.4|. Reported procedure: A mixture of (4S,7R)-2-(2,4-difluoro-phenyl)-7,8,8-trimethyl-1,2,4,5,6,7-hexahydro-4,7-methano-indazol-3-one (Intermediate 14; 100 mg, 0.33 mmol), tetrabutylammonium iodide (120 mg, 0.32 mmol) and 2-(trifluoromethyl)benzyl bromide (200 μL, 1.3 mmol) in dimethylformamide (2 mL) was heated at 100° C. overnight. Dichloromethane (50 mL) was added and the solution was washed with 1:1 water/brine (20 mL), aqueous sodium thiosulfate, water, and brine. The solution was dried (magnesium sulfate), filtere... Reactants: C(C)OC(CC1=CC=C(C=C1)N1N=C(C=C1NC(=O)NC1=CC=C(C=C1)OC1=CC=NC=C1)C(C)(C)C)=O (ethyl(4-{3-tert-butyl-5-[({[4-(pyridin-4-yloxy)phenyl]-amino}carbonyl)amino]-1H-pyrazol-1-yl}phenyl)acetate), [Li+].[OH-] (LiOH). Run in C1CCOC1.O.CCO (THF H2O EtOH), Cl (HCl). Conditions: time 2.5 hour. Product: C(C)(C)(C)C1=NN(C(=C1)NC(=O)NC1=CC=C(C=C1)OC1=CC=NC=C1)C1=CC=C(C=C1)CC(=O)O ((4-{3-tert-Butyl-5-[({[4-(pyridin-4-yloxy)phenyl]amino}carbonyl)amino]-1H-pyrazol-1-yl}phenyl)acetic acid). Yield: 91.6%. RXN SMILES: C([O:3][C:4](=[O:38])[CH2:5][C:6]1[CH:11]=[CH:10][C:9]([N:12]2[C:16]([NH:17][C:18]([NH:20][C:21]3[CH:26]=[CH:25][C:24]([O:27][C:28]4[CH:33]=[CH:32][N:31]=[CH:30][CH:29]=4)=[CH:23][CH:22]=3)=[O:19])=[CH:15][C:14]([C:34]([CH3:37])([CH3:36])[CH3:35])=[N:13]2)=[CH:8][CH:7]=1)C.[Li+].[OH-]>C1COCC1.O.CCO.Cl>[C:34]([C:14]1[CH:15]=[C:16]([NH:17][C:18]([NH:20][C:21]2[CH:26]=[CH:25][C:24]([O:27][C:28]3[CH:33]=[CH:32][N:31]=[CH:30][CH:29]=3)=[CH:23][CH:22]=2)=[O:19])[N:12]([C:9]2[CH:8]=[CH:7][C:6]([CH2:5][C:4]([OH:38])=[O:3])=[CH:11][CH:10]=2)[N:13]=1)([CH3:37])([CH3:35])[CH3:36] |f:1.2,3.4.5|. Reported procedure: To a suspension of ethyl(4-{3-tert-butyl-5-[({[4-(pyridin-4-yloxy)phenyl]-amino}carbonyl)amino]-1H-pyrazol-1-yl}phenyl)acetate (2.42 g, 4.72 mmol) in THF/H2O/EtOH (3:1:1, 50 mL) was added LiOH (0.34 g, 14.15 mmol) and the resulting reaction mixture was stirred at room temperature for 2.5 h. The mixture was evaporated at reduced pressure to afford a syrup-type residue. The residue was dissolved in 1N HCl, and then the acidity was adjusted to pH ˜7. The mixture was washed with EtOAc, and then the ...